Dataset: the Open Reaction Database (ORD), a public repository of structured organic reaction records. Task: describe an organic reaction: reactants, conditions, products, and yield The reactants are CCOCC, CCN(CC1CCNCC1)C(C)Cc1ccc(OC)cc1, CN=C=O. Product: CCN(CC1CCN(C(=O)NC)CC1)C(C)Cc1ccc(OC)cc1. RXN SMILES: [CH2:26]([O:27][CH2:28][CH3:29])[CH3:30].[CH3:1][O:2][c:3]1[cH:4][cH:5][c:6]([CH2:9][CH:10]([CH3:11])[N:12]([CH2:13][CH3:14])[CH2:15][CH:16]2[CH2:17][CH2:18][NH:19][CH2:20][CH2:21]2)[cH:7][cH:8]1.[CH3:22][N:23]=[C:24]=[O:25]>>[CH3:1][O:2][c:3]1[cH:4][cH:5][c:6]([CH2:9][CH:10]([CH3:11])[N:12]([CH2:13][CH3:14])[CH2:15][CH:16]2[CH2:17][CH2:18][N:19]([C:24]([NH:23][CH3:22])=[O:25])[CH2:20][CH2:21]2)[cH:7][cH:8]1. Starting materials: ClC(COC(=O)N1CC(C(C1)C1=CSC=C1)C(=O)OC)(Cl)Cl (1-(2,2,2,-trichloroethoxycarbonyl)-3-(SR)-carbomethoxy-4-(RS)-(3-thienyl)pyrrolidine). The reagents and catalysts are [Zn] (Zn). The solvent is C(C)(=O)O (acetic acid). Conditions: temperature 40 celsius, time 4 hour. Product: CH2Cl9, N (NH3), C(=O)(OC)C1CNCC1C1=CSC=C1 (3-(RS)-Carbomethoxy-4-(SR)-(3-thienyl)pyrrolidine). The yield is 199.1%. Reaction SMILES: ClC(Cl)(Cl)COC([N:7]1[CH2:11][CH:10]([C:12]2[CH:16]=[CH:15][S:14][CH:13]=2)[CH:9]([C:17]([O:19][CH3:20])=[O:18])[CH2:8]1)=O>C(O)(=O)C.[Zn]>[NH3:7].[C:17]([CH:9]1[CH:10]([C:12]2[CH:16]=[CH:15][S:14][CH:13]=2)[CH2:11][NH:7][CH2:8]1)([O:19][CH3:20])=[O:18]. Reported procedure: To a solution of 1.1 g (2.9 mmol) of 1-(2,2,2,-trichloroethoxycarbonyl)-3-(SR)-carbomethoxy-4-(RS)-(3-thienyl)pyrrolidine in 30 mL of acetic acid at 40° C. was slowly added 0.5 g (7.6 mmol) of Zn powder and the reaction mixture was stirred a further 4 h at 40° C. The reaction mixture was filtered to remove the solid and the filter was washed with MeOH. The organic fraction was concentrated and the residue was purified by chomatography. (silica, CH2Cl9: MeOH: NH3 (2M in MeOH),100:4:2) to give 0.6... Reactants: [N+](=O)([O-])C1=C(C=CC=C1)NCC(F)(F)F ((2-nitro-phenyl)-(2,2,2-trifluoro-ethyl)-amine), C(=O)[O-].[NH4+] (ammonium formate). Run in C1CCOC1 (THF), CO (MeOH). Conditions: time 5 hour. Yields the product FC(CNC=1C(=CC=CC1)N)(F)F (N-(2,2,2-trifluoro-ethyl)-benzene-1,2-diamine). Reaction SMILES: [N+:1]([C:4]1[CH:9]=[CH:8][CH:7]=[CH:6][C:5]=1[NH:10][CH2:11][C:12]([F:15])([F:14])[F:13])([O-])=O.C([O-])=O.[NH4+]>C1COCC1.CO>[F:13][C:12]([F:14])([F:15])[CH2:11][NH:10][C:5]1[C:4]([NH2:1])=[CH:9][CH:8]=[CH:7][CH:6]=1 |f:1.2|. Procedure: To a solution of (2-nitro-phenyl)-(2,2,2-trifluoro-ethyl)-amine (2.16 g, 9.8 mmol) in THF (6 mL) and MeOH (24 mL) at 0° C. was added ammonium formate (2.47 g, 39.2 mmol). The resulting mixture was purged with nitrogen, then 10% Pd/C (57 mg) was added. The ice bath was removed and the resulting mixture was stirred at room temperature for 5 h. The resulting mixture was filtered over CELITE®, washing with EtOAc. Removal of the solvent in vacuo yielded N-(2,2,2-trifluoro-ethyl)-benzene-1,2-diamine, ... Reactants: [Si](C)(C)(C(C)(C)C)O[C@H]1C[C@@H](CC2=CC=C3[C@@H]4CC=C([C@H](C)O)[C@]4(CC[C@@H]3[C@@]12C)C)O[Si](C)(C)C(C)(C)C (1α,3β-bis(tert-butyldimethylsilyloxy)-20(S)-hydroxypregna-5,7,16-triene), [H-].[Na+] (sodium hydride), C1COCCOCCOCCOCCO1 (15-crown-5), BrCC#CC(C)(O[Si](CC)(CC)CC)C (1-bromo-4-methyl-4-triethylsilyloxy-2-pentyne). Solvent: O1CCCC1 (tetrahydrofuran), O (water). The product is [Si](C)(C)(C(C)(C)C)O[C@H]1C[C@@H](CC2=CC=C3[C@@H]4CC=C([C@H](C)OCC#CC(C)(O[Si](CC)(CC)CC)C)[C@]4(CC[C@@H]3[C@@]12C)C)O[Si](C)(C)C(C)(C)C (1α,3β-bis(tert-butyldimethylsilyloxy)-20(S)-(4-methyl-4-triethylsilyloxy-2-pentynyloxy)pregna-5,7,16-triene). Isolated yield 100.1%. RXN SMILES: [Si:1]([O:8][C@@H:9]1[C@@:28]2([CH3:29])[C:13](=[CH:14][CH:15]=[C:16]3[C@@H:27]2[CH2:26][CH2:25][C@@:24]2([CH3:30])[C@H:17]3[CH2:18][CH:19]=[C:20]2[C@@H:21]([OH:23])[CH3:22])[CH2:12][C@@H:11]([O:31][Si:32]([C:35]([CH3:38])([CH3:37])[CH3:36])([CH3:34])[CH3:33])[CH2:10]1)([C:4]([CH3:7])([CH3:6])[CH3:5])([CH3:3])[CH3:2].[H-].[Na+].C1OCCOCCOCCOCCOC1.Br[CH2:57][C:58]#[C:59][C:60]([CH3:70])([O:62][Si:63]([CH2:68][CH3:69])([CH2:66][CH3:67])[CH2:64][CH3:65])[CH3:61]>O1CCCC1.O>[Si:1]([O:8][C@@H:9]1[C@@:28]2([CH3:29])[C:13](=[CH:14][CH:15]=[C:16]3[C@@H:27]2[CH2:26][CH2:25][C@@:24]2([CH3:30])[C@H:17]3[CH2:18][CH:19]=[C:20]2[C@@H:21]([O:23][CH2:57][C:58]#[C:59][C:60]([CH3:61])([O:62][Si:63]([CH2:68][CH3:69])([CH2:66][CH3:67])[CH2:64][CH3:65])[CH3:70])[CH3:22])[CH2:12][C@@H:11]([O:31][Si:32]([C:35]([CH3:37])([CH3:36])[CH3:38])([CH3:33])[CH3:34])[CH2:10]1)([C:4]([CH3:7])([CH3:6])[CH3:5])([CH3:3])[CH3:2] |f:1.2|. Procedure: A solution of 1α,3β-bis(tert-butyldimethylsilyloxy)-20(S)-hydroxypregna-5,7,16-triene (60.0 mg, 0.107 mmol), sodium hydride (60%, 17.1 mg, 0.428 mmol), 15-crown-5 (10 μl) and 1-bromo-4-methyl-4-triethylsilyloxy-2-pentyne (109 mg, 0.375 mmol) in tetrahydrofuran (1 ml) was stirred at 60° C. for 2 hours. The solution was cooled to room temperature and then taken into water and extracted with ethyl acetate. The extract was washed with brine and dried over magnesium sulfate, and the solvent was disti... The reactants are COC1=NC(=NC(=C1)OC)S(=O)(=O)C (4,6-dimethoxy-2-methylsulfonylpyrimidine), OC1=C(C2=CC=CC=C2C=C1)C=O (2-hydroxynaphthalene-1-aldehyde), CN(C=O)C (dimethylformamide), [H-].[Na+] (sodium hydride). Run in O (water). Conditions: temperature 90 celsius, time 6 hour. Yields the product COC1=NC(=NC(=C1)OC)OC1=C(C2=CC=CC=C2C=C1)C=O (2-(4,6-dimethoxypyrimidin-2-yloxy)naphthalene-1-aldehyde). Isolated yield 47.7%. RXN SMILES: [OH:1][C:2]1[CH:11]=[CH:10][C:9]2[C:4](=[CH:5][CH:6]=[CH:7][CH:8]=2)[C:3]=1[CH:12]=[O:13].CN(C)C=O.[H-].[Na+].[CH3:21][O:22][C:23]1[CH:28]=[C:27]([O:29][CH3:30])[N:26]=[C:25](S(C)(=O)=O)[N:24]=1>O>[CH3:21][O:22][C:23]1[CH:28]=[C:27]([O:29][CH3:30])[N:26]=[C:25]([O:1][C:2]2[CH:11]=[CH:10][C:9]3[C:4](=[CH:5][CH:6]=[CH:7][CH:8]=3)[C:3]=2[CH:12]=[O:13])[N:24]=1 |f:2.3|. Reported procedure: 8.6 g (0.05 mol) of 2-hydroxynaphthalene-1-aldehyde are introduced into 50 ml of dry dimethylformamide and admixed by stirring, at 0°-5° C., with 1.5 g (0.05 mol) of 80% strength sodium hydride added a little at a time. 10.9 g (0.05 mol) of 4,6-dimethoxy-2-methylsulfonylpyrimidine are then added at room temperature, and the mixture is heated to 90° C. and stirred at that temperature for 6 hours. The solution thus obtained is poured into water. The aqueous mixture is extracted with methylene chlo... Reactants: ClCCOC=1C=C(C=CC1)C=1C(C(=CN(C1)CC1=CC(=C(C=C1)OC)OC)C#N)=O (5-[3-(2-chloroethoxy)-phenyl]-1-(3,4-dimethoxybenzyl)-4-oxo-1,4-dihydro-pyridine-3-carbonitrile), [Li+].[Cl-] (LiCl). Run in O=P(Cl)(Cl)Cl (POCl3). Yields the product ClC1=C(C=NC=C1C#N)C1=CC(=CC=C1)OCCCl (4-chloro-5-[3-(2-chloroethoxy)phenyl]nicotinonitrile). Yield: 75.2%. Reaction SMILES: [Cl:1][CH2:2][CH2:3][O:4][C:5]1[CH:6]=[C:7]([C:11]2[C:12](=O)[C:13]([C:28]#[N:29])=[CH:14][N:15](CC3C=CC(OC)=C(OC)C=3)[CH:16]=2)[CH:8]=[CH:9][CH:10]=1.[Li+].[Cl-:32]>O=P(Cl)(Cl)Cl>[Cl:32][C:12]1[C:13]([C:28]#[N:29])=[CH:14][N:15]=[CH:16][C:11]=1[C:7]1[CH:8]=[CH:9][CH:10]=[C:5]([O:4][CH2:3][CH2:2][Cl:1])[CH:6]=1 |f:1.2|. Reported procedure: A solution of 5-[3-(2-chloroethoxy)-phenyl]-1-(3,4-dimethoxybenzyl)-4-oxo-1,4-dihydro-pyridine-3-carbonitrile (2.5 g, 5.9 mmol) and LiCl (2.3 g, 53 mmol) in 22 mL of POCl3 was heated at reflux for 2.5 h. The excess POCl3 was removed by concentrating in vacuo. The residue was dissolved in 100 mL CH2Cl2 and washed with ice-cold 3 N NaOH. The organic layer was separated, dried over anhydrous MgSO4, filtered, concentrated in vacuo, and purified by flash chromatography on silica gel eluting with 30% ... Starting materials: CCO, CONS(=O)(=O)c1cc([N+](=O)[O-])ccc1C, NN. Yields the product CONS(=O)(=O)c1cc(N)ccc1C. As a reaction SMILES: [CH3:19][CH2:20][OH:21].[CH3:1][O:2][NH:3][S:4](=[O:5])(=[O:6])[c:7]1[c:8]([CH3:16])[cH:9][cH:10][c:11]([N+:13]([O-:14])=[O:15])[cH:12]1.[NH2:17][NH2:18]>>[CH3:1][O:2][NH:3][S:4](=[O:5])(=[O:6])[c:7]1[c:8]([CH3:16])[cH:9][cH:10][c:11]([NH2:13])[cH:12]1.